From a dataset of the Open Reaction Database (ORD), a public repository of structured organic reaction records. describe an organic reaction: reactants, conditions, products, and yield Starting materials: C(C1=CC=CC=C1)OC(=O)N1COC[C@H]1C(=O)O ((s)-(−)-3-(Benzyloxycarbonyl)-4-oxazolidinecarboxylic acid), S(=O)(Cl)Cl (thionyl chloride), CO (methanol). Yields the product COC(=O)[C@H]1N(COC1)C(=O)OCC1=CC=CC=C1 ((s)-(−)-3-(Benzyloxycarbonyl)-4-oxazolidinecarboxylic methyl ester). Procedure details: To a stirred solution of (s)-(−)-3-(Benzyloxycarbonyl)-4-oxazolidinecarboxylic acid 9 (1.75 g, 6.96 mmol) in anhydrous methanol (15 mL) was added thionyl chloride (1.02 mL, 13.9 mmol) at 0° C. After 30 minutes, the ice/water bath was removed and the reaction mixture continued to be stirred at room temperature for 3.5 hours. The reaction was quenched by addition of saturated sodium bicarbonate and diluted with dichloromethane (100 mL) and water (50 mL). The mixture was separated and the aqueous l... Reaction conditions: time 30 minute. As a reaction SMILES: [CH2:1]([O:8][C:9]([N:11]1[C@H:15]([C:16]([OH:18])=[O:17])[CH2:14][O:13][CH2:12]1)=[O:10])[C:2]1[CH:7]=[CH:6][CH:5]=[CH:4][CH:3]=1.S(Cl)(Cl)=O.[CH3:23]O>>[CH3:23][O:17][C:16]([C@@H:15]1[CH2:14][O:13][CH2:12][N:11]1[C:9]([O:8][CH2:1][C:2]1[CH:7]=[CH:6][CH:5]=[CH:4][CH:3]=1)=[O:10])=[O:18].